Dataset: the Open Reaction Database (ORD), a public repository of structured organic reaction records. Task: describe an organic reaction: reactants, conditions, products, and yield The reactants are BrC1=CC(=C(C=C1)CC(=O)OCC)F (ethyl 2-(4-bromo-2-fluorophenyl)acetate), BrN1C(CCC1=O)=O (N-bromosuccinimide), N(=NC(C#N)(C)C)C(C#N)(C)C (azobisisobutyronitrile). Run in C(Cl)(Cl)(Cl)Cl (carbon tetrachloride). Reaction conditions: temperature 90 celsius, time 9 hour. The product is BrC(C(=O)OCC)C1=C(C=C(C=C1)Br)F (Ethyl 2-bromo-2-(4-bromo-2-fluorophenyl)acetate). The yield is 96.1%. Reaction SMILES: [Br:1][C:2]1[CH:7]=[CH:6][C:5]([CH2:8][C:9]([O:11][CH2:12][CH3:13])=[O:10])=[C:4]([F:14])[CH:3]=1.[Br:15]N1C(=O)CCC1=O.N(C(C)(C)C#N)=NC(C)(C)C#N>C(Cl)(Cl)(Cl)Cl>[Br:15][CH:8]([C:5]1[CH:6]=[CH:7][C:2]([Br:1])=[CH:3][C:4]=1[F:14])[C:9]([O:11][CH2:12][CH3:13])=[O:10]. Procedure: To a stirring solution of ethyl 2-(4-bromo-2-fluorophenyl)acetate (3.92 g, 15.0 mmol) in carbon tetrachloride (50 mL) was slowly added N-bromosuccinimide (2.67 g, 15.0 mmol) and then azobisisobutyronitrile (0.37 g, 2.3 mmol). The reaction mixture was stirred for 9 h at 90° C. and then cooled to room temperature. The residue was purified by flash chromatography (0-100% ethyl acetate/hexanes) to provide the title product (4.9 g, 96% yield). MS(ES)+ m/e 340.9 [M+H]+. Reactants: BrC1=CC=2CCC3=CC(=CC=C3C2C(=C1)[N+](=O)[O-])Br (2,7-dibromo-4-nitro-9,10-dihydro-phenanthrene), C1(=CC=CC=C1)P(C1=CC=CC=C1)C1=CC=CC=C1 (triphenylphosphine). The solvent is ClC1=C(C=CC=C1)Cl (1,2-dichlorobenzene). Product: BrC=1C=C2C=3C=4C(=CC(=CC4NC3C1)Br)CC2 (2,6-Dibromo-8,9-dihydro-4H-benzo[def]carbazole). The yield is 57.2%. As a reaction SMILES: [Br:1][C:2]1[CH:15]=[C:14]([N+:16]([O-])=O)[C:13]2[C:12]3[C:7](=[CH:8][C:9]([Br:19])=[CH:10][CH:11]=3)[CH2:6][CH2:5][C:4]=2[CH:3]=1.C1(P(C2C=CC=CC=2)C2C=CC=CC=2)C=CC=CC=1>ClC1C=CC=CC=1Cl>[Br:1][C:2]1[CH:3]=[C:4]2[CH2:5][CH2:6][C:7]3=[CH:8][C:9]([Br:19])=[CH:10][C:11]4[NH:16][C:14]([CH:15]=1)=[C:13]2[C:12]=43. Procedure details: A dried flask fitted with a condenser was charged with 2,7-dibromo-4-nitro-9,10-dihydro-phenanthrene (1.1) (45.00 g, 383.0 mmol), triphenylphosphine (77.04 g, 262.3 mmol) and 1,2-dichlorobenzene (235 cm3). The resulting mixture was refluxed for 4 hours until completion of reaction, then was cooled down and the solvent wasremoved in vacuo. The crude product was purified by column chromatography (gradient, 90:10 to 70:30; petroleum ether:ethyl acetate as eluent) and then recrystallized in a mixtur... Reactants: CC(C#N)(C[C@@]1(CCN(C(O1)=O)[C@@H](C)C1=CC=C(C=C1)B1OC(C(O1)(C)C)(C)C)C1=CC=CC=C1)C (2,2-dimethyl-3-((R)-2-oxo-6-phenyl-3-((S)-1-(4-(4,4,5,5-tetramethyl-1,3,2-dioxaborolan-2-yl)phenyl)ethyl)-1,3-oxazinan-6-yl)propanenitrile), ClC=1N=NC(=CC1)C (3-chloro-6-methylpyridazine). Yields the product CC(C#N)(C[C@@]1(CCN(C(O1)=O)[C@@H](C)C1=CC=C(C=C1)C=1N=NC(=CC1)C)C1=CC=CC=C1)C (2,2-dimethyl-3-((R)-3-((S)-1-(4-(6-methylpyridazin-3-yl)phenyl)ethyl)-2-oxo-6-phenyl-1,3-oxazinan-6-yl)propanenitrile). As a reaction SMILES: [CH3:1][C:2]([CH3:36])([CH2:5][C@@:6]1([C:30]2[CH:35]=[CH:34][CH:33]=[CH:32][CH:31]=2)[O:11][C:10](=[O:12])[N:9]([C@H:13]([C:15]2[CH:20]=[CH:19][C:18](B3OC(C)(C)C(C)(C)O3)=[CH:17][CH:16]=2)[CH3:14])[CH2:8][CH2:7]1)[C:3]#[N:4].Cl[C:38]1[N:39]=[N:40][C:41]([CH3:44])=[CH:42][CH:43]=1>>[CH3:36][C:2]([CH3:1])([CH2:5][C@@:6]1([C:30]2[CH:35]=[CH:34][CH:33]=[CH:32][CH:31]=2)[O:11][C:10](=[O:12])[N:9]([C@H:13]([C:15]2[CH:20]=[CH:19][C:18]([C:38]3[N:39]=[N:40][C:41]([CH3:44])=[CH:42][CH:43]=3)=[CH:17][CH:16]=2)[CH3:14])[CH2:8][CH2:7]1)[C:3]#[N:4]. Reported procedure: The title compound was prepared from 2,2-dimethyl-3-((R)-2-oxo-6-phenyl-3-((S)-1-(4-(4,4,5,5-tetramethyl-1,3,2-dioxaborolan-2-yl)phenyl)ethyl)-1,3-oxazinan-6-yl)propanenitrile and 3-chloro-6-methylpyridazine following a procedure analogous to that described in Example 14. LC-MS Method 1 tR=1.41 min, m/z=455; 1H NMR (CDCl3) 8.20 (d, 1H), 7.92 (d, 1H), 7.74 (d, 2H), 7.37 (dt, 6H), 7.05 (d, 2H), 5.66 (q, 1H), 3.00 (dm, 1H), 2.93 (s, 3H), 2.49 (m, 2H), 2.34 (m, 1H), 2.17 (d, 2H), 1.58 (d, 3H), 1.39 ... Starting materials: CCc1nc2c(F)ccc(OC(C)C(=O)OC)c2c(OC(F)F)c1Cc1ccc(C(=O)N2CCCC2)cc1Cl, [Li+], C1CCOC1, [OH-], O. Product: CCc1nc2c(F)ccc(OC(C)C(=O)O)c2c(OC(F)F)c1Cc1ccc(C(=O)N2CCCC2)cc1Cl. RXN SMILES: [CH3:1][O:2][C:3]([CH:4]([CH3:5])[O:6][c:7]1[c:8]2[c:9]([O:35][CH:36]([F:37])[F:38])[c:10]([CH2:20][c:21]3[c:22]([Cl:34])[cH:23][c:24]([C:27](=[O:28])[N:29]4[CH2:30][CH2:31][CH2:32][CH2:33]4)[cH:25][cH:26]3)[c:11]([CH2:18][CH3:19])[n:12][c:13]2[c:14]([F:17])[cH:15][cH:16]1)=[O:39].[Li+:45].[O:40]1[CH2:41][CH2:42][CH2:43][CH2:44]1.[OH-:46].[OH2:47]>>[O:2]=[C:3]([CH:4]([CH3:5])[O:6][c:7]1[c:8]2[c:9]([O:35][CH:36]([F:37])[F:38])[c:10]([CH2:20][c:21]3[c:22]([Cl:34])[cH:23][c:24]([C:27](=[O:28])[N:29]4[CH2:30][CH2:31][CH2:32][CH2:33]4)[cH:25][cH:26]3)[c:11]([CH2:18][CH3:19])[n:12][c:13]2[c:14]([F:17])[cH:15][cH:16]1)[OH:39]. Starting materials: C(C1=CC=CC=C1)OC(=O)NC(C(=O)O)C1=CC=CC=C1 (2-(benzyloxycarbonylamino)-2-phenylacetic acid), N12C[C@@H](C(CC1)CC2)O ((R)-quinuclidin-3-ol), C(=NC1CCCCC1)=NC1CCCCC1 (N,N′-methanediylidenedicyclohexanamine), N1(N=NC2=C1C=CC=C2)O (1H-benzo[d][1,2,3]triazol-1-ol). Solvent: C1CCOC1 (THF). Conditions: time 15 hour. The product is C(C1=CC=CC=C1)OC(=O)NC(C(=O)O[C@H]1CN2CCC1CC2)C2=CC=CC=C2 ((R)-quinuclidin-3-yl 2-(benzyloxy-carbonylamino)-2-phenylacetate). Isolated yield 78.2%. RXN SMILES: [CH2:1]([O:8][C:9]([NH:11][CH:12]([C:16]1[CH:21]=[CH:20][CH:19]=[CH:18][CH:17]=1)[C:13]([OH:15])=[O:14])=[O:10])[C:2]1[CH:7]=[CH:6][CH:5]=[CH:4][CH:3]=1.[N:22]12[CH2:29][CH2:28][CH:25]([CH2:26][CH2:27]1)[C@@H:24](O)[CH2:23]2.C(=NC1CCCCC1)=NC1CCCCC1.N1(O)C2C=CC=CC=2N=N1>C1COCC1>[CH2:1]([O:8][C:9]([NH:11][CH:12]([C:16]1[CH:21]=[CH:20][CH:19]=[CH:18][CH:17]=1)[C:13]([O:15][C@@H:24]1[CH:25]2[CH2:28][CH2:29][N:22]([CH2:27][CH2:26]2)[CH2:23]1)=[O:14])=[O:10])[C:2]1[CH:3]=[CH:4][CH:5]=[CH:6][CH:7]=1. Procedure details: To a solution of 2-(benzyloxycarbonylamino)-2-phenylacetic acid (I28) (855 mg, 3.00 mmol) in THF (20 ml), were added (R)-quinuclidin-3-ol (457 mg, 3.60 mmol), N,N′-methanediylidenedicyclohexanamine (742 mg, 3.60 mmol) and 1H-benzo[d][1,2,3]triazol-1-ol (486 mg, 3.60 mmol). The reaction was stirred at RT for 15 hours, and then the solvent was evaporated. The residue was taken up with DCM, the insoluble solid was filtered off, and the clear solution was washed twice with Na2CO3 and brine, dried ov... The solvent is CN(C)C=O (DMF), CCOC(=O)C (EtOAc). Isolated yield 25.7%. RXN SMILES: C(N(CC)C(C)C)(C)C.F[B-](F)(F)F.N1(OC(N(C)C)=[N+](C)C)C2C=CC=CC=2N=N1.[OH:32][C:33]1[CH:62]=[CH:61][C:36]([CH2:37][NH:38][C:39]2[N:44]=[C:43]([O:45][CH2:46][C:47]([F:50])([F:49])[F:48])[N:42]=[C:41]([NH:51][C:52]3[CH:60]=[CH:59][C:55]([C:56](O)=[O:57])=[CH:54][CH:53]=3)[N:40]=2)=[CH:35][CH:34]=1.[NH2:63][CH2:64][CH:65]([OH:80])[CH2:66][N:67]1[CH2:72][CH2:71][N:70]([C:73]([O:75][C:76]([CH3:79])([CH3:78])[CH3:77])=[O:74])[CH2:69][CH2:68]1>CN(C=O)C.CCOC(C)=O>[OH:80][CH:65]([CH2:64][NH:63][C:56](=[O:57])[C:55]1[CH:59]=[CH:60][C:52]([NH:51][C:41]2[N:40]=[C:39]([NH:38][CH2:37][C:36]3[CH:61]=[CH:62][C:33]([OH:32])=[CH:34][CH:35]=3)[N:44]=[C:43]([O:45][CH2:46][C:47]([F:49])([F:50])[F:48])[N:42]=2)=[CH:53][CH:54]=1)[CH2:66][N:67]1[CH2:72][CH2:71][N:70]([C:73]([O:75][C:76]([CH3:77])([CH3:79])[CH3:78])=[O:74])[CH2:69][CH2:68]1 |f:1.2|. Conditions: time 16 hour. Reactants: C(C)(C)N(C(C)C)CC (N,N-diisopropylethylamine), F[B-](F)(F)F.N1(N=NC2=C1C=CC=C2)OC(=[N+](C)C)N(C)C (O-benzotriazol-1-yl-N,N,N′,N′-tetra-methyluronium tetrafluoroborate), OC1=CC=C(CNC2=NC(=NC(=N2)OCC(F)(F)F)NC2=CC=C(C(=O)O)C=C2)C=C1 (4-(4-(4-hydroxybenzylamino)-6-(2,2,2-trifluoroethoxy)-1,3,5-triazin-2-ylamino)benzoic acid), NCC(CN1CCN(CC1)C(=O)OC(C)(C)C)O (tert-butyl 4-(3-amino-2-hydroxypropyl)piperazine-1-carboxylate). Product: OC(CN1CCN(CC1)C(=O)OC(C)(C)C)CNC(C1=CC=C(C=C1)NC1=NC(=NC(=N1)NCC1=CC=C(C=C1)O)OCC(F)(F)F)=O (tert-butyl 4-(2-hydroxy-3-(4-(4-(4-hydroxybenzylamino)-6-(2,2,2-trifluoroethoxy)-1,3,5-triazin-2-ylamino)benzamido)propyl)piperazine-1-carboxylate). Procedure details: N,N-diisopropylethylamine (0.30 g) and O-benzotriazol-1-yl-N,N,N′,N′-tetra-methyluronium tetrafluoroborate (0.44 g) were added into a solution of 4-(4-(4-hydroxybenzylamino)-6-(2,2,2-trifluoroethoxy)-1,3,5-triazin-2-ylamino)benzoic acid (0.5 g) and tert-butyl 4-(3-amino-2-hydroxypropyl)piperazine-1-carboxylate (0.33 g) in DMF (2 mL). The mixture was stirred at room temperature for 16 hours. Then, 50 mL of EtOAc was added into the reaction mixture which was sequentially washed with water (2×20 mL... Starting materials: C(CC)C(C=O)CC=C (2-propylpent 4 enal), [H][H] (hydrogen), [H][H] (hydrogen). Reagents/catalysts: [Pd] (palladium on carbon). Solvent: C(C)(=O)OCC (ethyl acetate), C(C)(=O)OCC (ethyl acetate). Yields the product C(CC)C(C=O)CCC (2-PROPYLPENTANAL). As a reaction SMILES: [CH2:1]([CH:4]([CH2:7][CH:8]=[CH2:9])[CH:5]=[O:6])[CH2:2][CH3:3].[H][H]>[Pd].C(OCC)(=O)C>[CH2:1]([CH:4]([CH2:7][CH2:8][CH3:9])[CH:5]=[O:6])[CH2:2][CH3:3]. Procedure details: A Parr hydrogenation bottle was charged with 10% palladium on carbon (0.1 equivalent) and ethyl acetate. A solution of 2-propylpent 4 enal, prepared as in Example 5, in ethyl acetate was added. The mixture was hydrogenated at 300N/m2 hydrogen in a Parr hydrogenation apparatus at room temperature until hydrogen uptake ceased. The catalyst was removed by filtration through celite. The filtrate was concentrated to give the desired product as a colorless oil. The product was used without further pur... The reactants are C([O-])(O)=O.[Na+] (sodium bicarbonate), N[C@@H](COCC1=CC=CC=C1)C(=O)O (H-Ser(Bzl)-OH), CC(C)C[C@@H](C(=O)ON1C(=O)CCC1=O)NC(=O)OC(C)(C)C (BOC-Leu-OSU). The solvent is O1CCOCC1 (dioxane), O (water), O1CCOCC1 (dioxane), CN(C)C=O (DMF). Conditions: time 8 hour. Product: N([C@@H](CC(C)C)C(=O)N[C@@H](COCC1=CC=CC=C1)C(=O)O)C(=O)OC(C)(C)C (BOC-Leu-Ser(Bzl)-OH). Yield: 78.9%. Reaction SMILES: [NH2:1][C@H:2]([C:12]([OH:14])=[O:13])[CH2:3][O:4][CH2:5][C:6]1[CH:11]=[CH:10][CH:9]=[CH:8][CH:7]=1.C(=O)(O)[O-].[Na+].[CH3:20][CH:21]([CH2:23][C@H:24]([NH:35][C:36]([O:38][C:39]([CH3:42])([CH3:41])[CH3:40])=[O:37])[C:25](ON1C(=O)CCC1=O)=[O:26])[CH3:22]>O.O1CCOCC1.CN(C=O)C>[NH:35]([C:36]([O:38][C:39]([CH3:41])([CH3:40])[CH3:42])=[O:37])[C@H:24]([C:25]([NH:1][C@H:2]([C:12]([OH:14])=[O:13])[CH2:3][O:4][CH2:5][C:6]1[CH:7]=[CH:8][CH:9]=[CH:10][CH:11]=1)=[O:26])[CH2:23][CH:21]([CH3:22])[CH3:20] |f:1.2|. Procedure: H-Ser(Bzl)-OH (11.7 g.) was dissolved in water (50 ml.) and sodium bicarbonate (10.1 g.) and dioxane (10 ml.) added thereto. BOC-Leu-OSU (16.4 g.) in dioxane (15 ml.) and DMF (5 ml.) were then added. After overnight stirring, the pH of the reaction mixture was adjusted to pH 7, and the mixture concentrated in vacuo to remove organic solvent. The aqueous layer was shaken with ethyl acetate (100 ml.) and the organic layer was washed twice with 1 N HCl and water. The organic layer was dried with an...